Dataset: the Open Reaction Database (ORD), a public repository of structured organic reaction records. Task: describe an organic reaction: reactants, conditions, products, and yield Reaction SMILES: [Br:1][c:2]1[cH:3][c:4]2[c:9]([cH:10][c:11]1[CH:12]=[CH:13][NH:14][SH:15](=[O:16])=[O:17])[C:8]([CH3:18])([CH3:19])[CH2:7][CH2:6][C:5]2([CH3:20])[CH3:21].[CH2:22]([Sn:23]([CH2:24][CH2:25][CH2:26][CH3:27])([CH2:28][CH2:29][CH2:30][CH3:31])[CH2:35][OH:36])[CH2:32][CH2:33][CH3:34].[CH2:37]1[O:38][CH2:39][CH2:40][O:41][CH2:42]1.[Pd:43].[c:101]1([P:102]([c:103]2[cH:104][cH:105][cH:106][cH:107][cH:108]2)[c:109]2[cH:110][cH:111][cH:112][cH:113][cH:114]2)[cH:115][cH:116][cH:117][cH:118][cH:119]1.[c:44]1([P:45]([c:46]2[cH:47][cH:48][cH:49][cH:50][cH:51]2)[c:52]2[cH:53][cH:54][cH:55][cH:56][cH:57]2)[cH:58][cH:59][cH:60][cH:61][cH:62]1.[c:63]1([P:64]([c:65]2[cH:66][cH:67][cH:68][cH:69][cH:70]2)[c:71]2[cH:72][cH:73][cH:74][cH:75][cH:76]2)[cH:77][cH:78][cH:79][cH:80][cH:81]1.[c:82]1([P:83]([c:84]2[cH:85][cH:86][cH:87][cH:88][cH:89]2)[c:90]2[cH:91][cH:92][cH:93][cH:94][cH:95]2)[cH:96][cH:97][cH:98][cH:99][cH:100]1>>[c:2]1([CH2:35][OH:36])[cH:3][c:4]2[c:9]([cH:10][c:11]1[CH:12]=[CH:13][NH:14][SH:15](=[O:16])=[O:17])[C:8]([CH3:18])([CH3:19])[CH2:7][CH2:6][C:5]2([CH3:20])[CH3:21]. Product: CC1(C)CCC(C)(C)c2cc(CO)c(C=CN[SH](=O)=O)cc21. Reactants: CC1(C)CCC(C)(C)c2cc(C=CN[SH](=O)=O)c(Br)cc21, CCCC[Sn](CO)(CCCC)CCCC, C1COCCO1, [Pd], c1ccc(P(c2ccccc2)c2ccccc2)cc1, c1ccc(P(c2ccccc2)c2ccccc2)cc1, c1ccc(P(c2ccccc2)c2ccccc2)cc1, c1ccc(P(c2ccccc2)c2ccccc2)cc1. The reactants are BrBr (bromine), Cl.C1(=CC=CC=C1)CCC=1N=C(SC1)C1CCNCC1 (4-[4-(2-phenylethyl)-1,3-thiazol-2-yl]piperidine hydrochloride), C([O-])(O)=O.[Na+] (sodium bicarbonate). Solvent: C(C)(=O)O (acetic acid). Run at time 30 minute. The product is BrC1=C(N=C(S1)C1CCNCC1)CCC1=CC=CC=C1 (4-[5-Bromo-4-(2-phenylethyl)-1,3-thiazol-2-yl]piperidine). Reaction SMILES: [Br:1]Br.Cl.[C:4]1([CH2:10][CH2:11][C:12]2[N:13]=[C:14]([CH:17]3[CH2:22][CH2:21][NH:20][CH2:19][CH2:18]3)[S:15][CH:16]=2)[CH:9]=[CH:8][CH:7]=[CH:6][CH:5]=1.C(=O)(O)[O-].[Na+]>C(O)(=O)C>[Br:1][C:16]1[S:15][C:14]([CH:17]2[CH2:22][CH2:21][NH:20][CH2:19][CH2:18]2)=[N:13][C:12]=1[CH2:11][CH2:10][C:4]1[CH:9]=[CH:8][CH:7]=[CH:6][CH:5]=1 |f:1.2,3.4|. Procedure details: At 0° C., bromine (123 mg) is added dropwise to a solution of 4-[4-(2-phenylethyl)-1,3-thiazol-2-yl]piperidine hydrochloride (II-1, 200 mg) in acetic acid (2 ml). The mixture is stirred for 30 min, and saturated sodium bicarbonate solution is then added. The aqueous phase is separated off and extracted with ethyl acetate. The combined organic phases are dried over anhydrous sodium carbonate, concentrated under reduced pressure and purified chromatographically. This gives 4-[5-bromo-4-(2-phenylet... Starting materials: C(C1=CC=CC=C1)OC(=O)Cl (Benzyloxycarbonyl chloride), C(C)(C)(C)OC(=O)[C@@]12CN(C([C@@H]2[C@@H](CC1)F)=O)[C@H](C)C1=CC=CC=C1 ({(1S,5R,6R)-6-Fluoro-4-oxo-3-[(1R)-1-phenylethyl]-3-azabicyclo[3,3,0]octan-1-yl}carboxylic acid tert-butyl ester), C(C)O (ethanol), O (water). Solvent: O1CCCC1 (tetrahydrofuran), C(C)N(CC)CC (triethylamine). Reaction conditions: time 5 hour. Product: C(C)(C)(C)OC(=O)[C@@]12CN(C[C@H]2[C@@H](CC1)F)C(=O)OCC1=CC=CC=C1 ({(1S,5S,6R)-3-Benzyloxycarbonyl-6-fluoro-3-azabicyclo[3,3,0]octan-1-yl}carboxylic acid tert-butyl ester). Yield: 83.5%. As a reaction SMILES: [C:1]([O:5][C:6]([C@@:8]12[CH2:15][CH2:14][C@@H:13]([F:16])[C@H:12]1[C:11](=O)[N:10]([C@@H](C1C=CC=CC=1)C)[CH2:9]2)=[O:7])([CH3:4])([CH3:3])[CH3:2].C(O)C.O.[CH2:30]([O:37][C:38](Cl)=[O:39])[C:31]1[CH:36]=[CH:35][CH:34]=[CH:33][CH:32]=1>O1CCCC1.C(N(CC)CC)C>[C:1]([O:5][C:6]([C@@:8]12[CH2:15][CH2:14][C@@H:13]([F:16])[C@@H:12]1[CH2:11][N:10]([C:38]([O:37][CH2:30][C:31]1[CH:36]=[CH:35][CH:34]=[CH:33][CH:32]=1)=[O:39])[CH2:9]2)=[O:7])([CH3:4])([CH3:2])[CH3:3]. Procedure: {(1S,5R,6R)-6-Fluoro-4-oxo-3-[(1R)-1-phenylethyl]-3-azabicyclo[3,3,0]octan-1-yl}carboxylic acid tert-butyl ester (420 mg, 1.21 mmol) was dissolved in tetrahydrofuran (20 mL), and a 1 M borane-tetrahydrofuran complex (3.63 mL, 3.63 mmol) was added dropwise in a nitrogen atmosphere. After five hours, a 1 M borane-tetrahydrofuran complex (3.63 mL, 3.63 mmol) was added; after 15 hours, a 1 M borane-tetrahydrofuran complex (3.63 mL, 3.63 mmol) was further added. After stirring for three hours, ethano... The reactants are O=C(O)c1ccc(C(F)(F)F)cn1, COc1ccc(N)cc1. The reagents and catalysts are C1CCC(CC1)N=C=NC2CCCCC2 (DCC), CCN(C(C)C)C(C)C (DIPEA), C1CC(=O)N(C1=O)O (N-Hydroxysuccinimide). Run in CN(C)C=O (DMF), CN(C)C=O (DMF), CN(C)C=O (DMF), CN(C)C=O (DMF), CN(C)C=O (DMF), CN(C)C=O (DMF). Conditions: temperature 25 celsius, time 2 hour. Product: COc1ccc(NC(=O)c2ccc(C(F)(F)F)cn2)cc1. Yield: 75.1%. Reaction SMILES: COc1ccc(N)cc1.O=C(O)c1ccc(C(F)(F)F)cn1.C1CCC(CC1)N=C=NC2CCCCC2.C1CC(=O)N(C1=O)O.CCN(C(C)C)C(C)C.CN(C)C=O>>COc1ccc(NC(=O)c2ccc(C(F)(F)F)cn2)cc1. Starting materials: ClC1=CC(=CC=C1)C(=O)OO (m-chloroperbenzoic acid), O1C(COC=2C=NC(=CC2)C)C1 (3-(2,3-epoxy-propoxy)-6-methyl-pyridine). Solvent: ClCCl (dichloromethane), ClCCl (dichloromethane). Conditions: time 30 minute. Product: O1C(COC=2C=[N+](C(=CC2)C)[O-])C1 (3-(2,3-Epoxy-propoxy)-6-methylpyridine-1-oxide). RXN SMILES: ClC1C=CC=C(C(OO)=[O:9])C=1.[O:12]1[CH2:23][CH:13]1[CH2:14][O:15][C:16]1[CH:17]=[N:18][C:19]([CH3:22])=[CH:20][CH:21]=1>ClCCl>[O:12]1[CH2:23][CH:13]1[CH2:14][O:15][C:16]1[CH:17]=[N+:18]([O-:9])[C:19]([CH3:22])=[CH:20][CH:21]=1. Reported procedure: A solution of 12.2 g of m-chloroperbenzoic acid in 100 ml of dichloromethane is added dropwise over the course of approx. 10 minutes, whilst stirring, to a solution of 10 g of crude 3-(2,3-epoxy-propoxy)-6-methyl-pyridine in 100 ml of dichloromethane, the temperature of the solution rising to 32° C. The reaction mixture is stirred for a further 30 minutes and is then extracted with 40 ml of saturated potassium bicarbonate solution, dried and evaporated in vacuo. 3-(2,3-Epoxy-propoxy)-6-methylpyr...